This data is from the Open Reaction Database (ORD), a public repository of structured organic reaction records. The task is: describe an organic reaction: reactants, conditions, products, and yield The reactants are [K] (potassium), CN(C)C=O (DMF), C(#N)C1=CC(=C(C=C1)SC1=CC=C(S1)S(=O)(=O)O)F (5-[4-cyano-2-fluorophenylthio]thiophene-2-sulfonic acid), C(C(=O)Cl)(=O)Cl (oxalyl chloride). The solvent is C(C)(=O)OCC (ethyl acetate), [Cl-].[Na+].O (brine). Conditions: time 8 hour. Product: C(#N)C1=CC(=C(C=C1)SC1=CC=C(S1)S(=O)(=O)N)F (5-[4-cyano-2-fluorophenylthio]thiophene-2-sulfonamide). Yield: 92.8%. Reaction SMILES: [K].[C:2]([C:4]1[CH:9]=[CH:8][C:7]([S:10][C:11]2[S:15][C:14]([S:16](O)(=[O:18])=[O:17])=[CH:13][CH:12]=2)=[C:6]([F:20])[CH:5]=1)#[N:3].C(Cl)(=O)C(Cl)=O.C[N:28](C=O)C>C(OCC)(=O)C.[Cl-].[Na+].O>[C:2]([C:4]1[CH:9]=[CH:8][C:7]([S:10][C:11]2[S:15][C:14]([S:16]([NH2:28])(=[O:18])=[O:17])=[CH:13][CH:12]=2)=[C:6]([F:20])[CH:5]=1)#[N:3] |f:5.6.7,^1:0|. Procedure details: The potassium salt of 5-[4-cyano-2-fluorophenylthio]thiophene-2-sulfonic acid (11.70 g, 33.12 mmol) was suspended in ethyl acetate and oxalyl chloride (8.41 g, 66.23 mmol) then cooled to -50° C., DMF (1.21 g, 16.56 mmol) was added dropwise and stirring at room temperature was continued overnight. The mixture was then cautiously diluted with 150 ml of brine. After washing the organic layer with H2O, 50 ml of concentrated NH4OH was added and the mixture was stirred for 2 hours. The solution was ma... Reactants: Cc1noc(C)c1CC(=O)O, CCN(CC)C(=O)C(c1ccccc1)N1CCN(c2ccc(N)cc2F)CC1, CN(C)C=O. Product: CCN(CC)C(=O)C(c1ccccc1)N1CCN(c2ccc(NC(=O)Cc3c(C)noc3C)cc2F)CC1. RXN SMILES: [CH3:1][c:2]1[n:3][o:4][c:5]([CH3:11])[c:6]1[CH2:7][C:8](=[O:9])[OH:10].[NH2:12][c:13]1[cH:14][c:15]([F:39])[c:16]([N:19]2[CH2:20][CH2:21][N:22]([CH:25]([C:26](=[O:27])[N:28]([CH2:29][CH3:30])[CH2:31][CH3:32])[c:33]3[cH:34][cH:35][cH:36][cH:37][cH:38]3)[CH2:23][CH2:24]2)[cH:17][cH:18]1.[O:40]=[CH:41][N:42]([CH3:43])[CH3:44]>>[CH3:1][c:2]1[n:3][o:4][c:5]([CH3:11])[c:6]1[CH2:7][C:8](=[O:10])[NH:12][c:13]1[cH:14][c:15]([F:39])[c:16]([N:19]2[CH2:20][CH2:21][N:22]([CH:25]([C:26](=[O:27])[N:28]([CH2:29][CH3:30])[CH2:31][CH3:32])[c:33]3[cH:34][cH:35][cH:36][cH:37][cH:38]3)[CH2:23][CH2:24]2)[cH:17][cH:18]1.